describe an organic reaction: reactants, conditions, products, and yield From a dataset of the Open Reaction Database (ORD), a public repository of structured organic reaction records. RXN SMILES: [CH3:31][OH:32].[Cl:1][c:2]1[c:3]([N:9]2[CH2:10][CH2:11][N:12]([CH2:15][CH2:16][CH2:17][CH:18]=[CH:19][c:20]3[cH:21][cH:22][c:23]4[cH:24][cH:25][c:26](=[O:30])[nH:27][c:28]4[n:29]3)[CH2:13][CH2:14]2)[cH:4][cH:5][cH:6][c:7]1[Cl:8]>>[Cl:1][c:2]1[c:3]([N:9]2[CH2:10][CH2:11][N:12]([CH2:15][CH2:16][CH2:17][CH2:18][CH2:19][c:20]3[cH:21][cH:22][c:23]4[cH:24][cH:25][c:26](=[O:30])[nH:27][c:28]4[n:29]3)[CH2:13][CH2:14]2)[cH:4][cH:5][cH:6][c:7]1[Cl:8]. Yields the product O=c1ccc2ccc(CCCCCN3CCN(c4cccc(Cl)c4Cl)CC3)nc2[nH]1. Starting materials: CO, O=c1ccc2ccc(C=CCCCN3CCN(c4cccc(Cl)c4Cl)CC3)nc2[nH]1. Reactants: CCCCC(O)C(Cc1ccccc1)NC(=O)OC(C)(C)C, CCCCC(O)C(Cc1cc(F)cc(F)c1)NC(=O)OC(C)(C)C. Product: CCCCC(O)C(N)Cc1cc(F)cc(F)c1. Reaction SMILES: [CH2:25]([CH:26]([NH:27][C:28](=[O:29])[O:30][C:31]([CH3:32])([CH3:33])[CH3:34])[CH:35]([OH:36])[CH2:37][CH2:38][CH2:39][CH3:40])[c:41]1[cH:42][cH:43][cH:44][cH:45][cH:46]1.[F:1][c:2]1[cH:3][c:4]([CH2:5][CH:6]([CH:7]([CH2:8][CH2:9][CH2:10][CH3:11])[OH:12])[NH:13][C:14](=[O:15])[O:16][C:17]([CH3:18])([CH3:19])[CH3:20])[cH:21][c:22]([F:24])[cH:23]1>>[F:1][c:2]1[cH:3][c:4]([CH2:5][CH:6]([CH:7]([CH2:8][CH2:9][CH2:10][CH3:11])[OH:12])[NH2:13])[cH:21][c:22]([F:24])[cH:23]1. The reactants are [H-].[H-].[H-].[H-].[Li+].[Al+3] (LAH), C(C)C1=CC=C(C=C1)C=1SC(=C(C1COC1=C(C=C(C=C1F)CCC(=O)OCC)F)C(F)(F)F)C (ethyl 3-(4-[[2-(4-ethylphenyl)-5-methyl-4-(trifluoromethyl)thiophen-3-yl]methoxy]-3,5-difluorophenyl)propanoate). Yields the product C(C)C1=CC=C(C=C1)C=1SC(=C(C1COC1=C(C=C(C=C1F)CCCO)F)C(F)(F)F)C (3-(4-[[2-(4-ethylphenyl)-5-methyl-4-(trifluoromethyl)thiophen-3-yl]methoxy]-3,5-difluorophenyl)propan-1-ol). RXN SMILES: [H-].[H-].[H-].[H-].[Li+].[Al+3].[CH2:7]([C:9]1[CH:14]=[CH:13][C:12]([C:15]2[S:16][C:17]([CH3:41])=[C:18]([C:37]([F:40])([F:39])[F:38])[C:19]=2[CH2:20][O:21][C:22]2[C:27]([F:28])=[CH:26][C:25]([CH2:29][CH2:30][C:31](OCC)=[O:32])=[CH:24][C:23]=2[F:36])=[CH:11][CH:10]=1)[CH3:8]>>[CH2:7]([C:9]1[CH:14]=[CH:13][C:12]([C:15]2[S:16][C:17]([CH3:41])=[C:18]([C:37]([F:38])([F:40])[F:39])[C:19]=2[CH2:20][O:21][C:22]2[C:27]([F:28])=[CH:26][C:25]([CH2:29][CH2:30][CH2:31][OH:32])=[CH:24][C:23]=2[F:36])=[CH:11][CH:10]=1)[CH3:8] |f:0.1.2.3.4.5|. Procedure details: The title compound was prepared according to the procedure described in Example 223 by LAH reduction of ethyl 3-(4-[[2-(4-ethylphenyl)-5-methyl-4-(trifluoromethyl)thiophen-3-yl]methoxy]-3,5-difluorophenyl)propanoate to give the desired product as off-white oil. 1H NMR (300 MHz, CDCl3) δ: 7.47 (d, J=8.1 Hz, 2H), 7.24 (s, 2H), 6.74 (d, J=9.3 Hz, 2H), 5.02 (s, 2H), 3.66-3.72 (m, 2H), 2.68-2.74 (m, 2H), 2.60 (s, 3H), 1.81-1.88 (m, 2H), 1.27 (t, J=3.9 Hz, 3H). Mass spectrum (ESI, m/z): Calcd. for C24... Starting materials: CC1=CC(=NN1CC(=O)N1CCC(CC1)C=1SC=C(N1)C(=O)O)C(F)(F)F (2-(1-{[5-methyl-3-(trifluoromethyl)-1H-pyrazol-1-yl]acetyl}piperidin-4-yl)-1,3-thiazole-4-carboxylic acid), BrC1=C(C=CC=C1)CO ((2-bromophenyl)methanol). The product is CC1=CC(=NN1CC(=O)N1CCC(CC1)C=1SC=C(N1)C(=O)OCC1=C(C=CC=C1)Br)C(F)(F)F (2-Bromobenzyl 2-(1-{[5-methyl-3-(trifluoromethyl)-1H-pyrazol-1-yl]acetyl}piperidin-4-yl)-1,3-thiazole-4-carboxylate). RXN SMILES: [CH3:1][C:2]1[N:6]([CH2:7][C:8]([N:10]2[CH2:15][CH2:14][CH:13]([C:16]3[S:17][CH:18]=[C:19]([C:21]([OH:23])=[O:22])[N:20]=3)[CH2:12][CH2:11]2)=[O:9])[N:5]=[C:4]([C:24]([F:27])([F:26])[F:25])[CH:3]=1.[Br:28][C:29]1[CH:34]=[CH:33][CH:32]=[CH:31][C:30]=1[CH2:35]O>>[CH3:1][C:2]1[N:6]([CH2:7][C:8]([N:10]2[CH2:15][CH2:14][CH:13]([C:16]3[S:17][CH:18]=[C:19]([C:21]([O:23][CH2:35][C:30]4[CH:31]=[CH:32][CH:33]=[CH:34][C:29]=4[Br:28])=[O:22])[N:20]=3)[CH2:12][CH2:11]2)=[O:9])[N:5]=[C:4]([C:24]([F:27])([F:25])[F:26])[CH:3]=1. Reported procedure: A solution of 2-(1-{[5-methyl-3-(trifluoromethyl)-1H-pyrazol-1-yl]acetyl}piperidin-4-yl)-1,3-thiazole-4-carboxylic acid (III-4, 100 mg) is reacted analogously to Example I-811 with (2-bromophenyl)methanol (49.0 mg). This gives, after chromatographic purification, 2-bromobenzyl 2-(1-{[5-methyl-3-(trifluoromethyl)-1H-pyrazol-1-yl]acetyl}piperidin-4-yl)-1,3-thiazole-4-carboxylate (123 mg, 89%). The reactants are RuH2, C(C1=CC=CC=C1)C(C(=O)C1=CC=C(C=C1)N1CCOCC1)(CC)N(C)C (2-benzyl-2-dimethylamino-1-(4-morpholinophenyl)-1-butanone), RuH2, C(C=C)[Si](OC)(OC)OC (allyltrimethoxysilane), C1(=CC=CC=C1)C (toluene), RuH2 (CO)(PPh3)3. Conditions: time 8 hour. The product is Sephadex, C(C1=CC=CC=C1)C(C(=O)C1=C(C=C(C=C1)N1CCOCC1)CC(C)[Si](OC)(OC)OC)(CC)N(C)C (2-benzyl-2-dimethylamino-1-[2-(2-trimethoxysilylpropyl)-4-morpholinophenyl]-1-butanone). Yield: 4.0%. RXN SMILES: [CH2:1]([C:8]([N:25]([CH3:27])[CH3:26])([CH2:23][CH3:24])[C:9]([C:11]1[CH:16]=[CH:15][C:14]([N:17]2[CH2:22][CH2:21][O:20][CH2:19][CH2:18]2)=[CH:13][CH:12]=1)=[O:10])[C:2]1[CH:7]=[CH:6][CH:5]=[CH:4][CH:3]=1.[CH2:28]([Si:31]([O:36][CH3:37])([O:34][CH3:35])[O:32][CH3:33])[CH:29]=C.[C:38]1(C)C=CC=CC=1>>[CH2:1]([C:8]([N:25]([CH3:27])[CH3:26])([CH2:23][CH3:24])[C:9]([C:11]1[CH:16]=[CH:15][C:14]([N:17]2[CH2:18][CH2:19][O:20][CH2:21][CH2:22]2)=[CH:13][C:12]=1[CH2:29][CH:28]([Si:31]([O:36][CH3:37])([O:34][CH3:35])[O:32][CH3:33])[CH3:38])=[O:10])[C:2]1[CH:7]=[CH:6][CH:5]=[CH:4][CH:3]=1. Procedure details: 5.49 g (15 mmol) of 2-benzyl-2-dimethylamino-1-(4-morpholinophenyl)-1-butanone, 275 mg (0.3 mmol) of RuH2 (CO) (PPh3)3 and 5 g (30 mmol) of allyltrimethoxysilane were dissolved in 20 ml of toluene and degased with argon. After heating for 5 hours at reflux with stirring, the mixture was left to stand overnight, stirred at reflux for a further 9 hours, and again left to stand at room temperature. 280 mg (0.3 mmol) of RuH2 (CO) (PPh3)3 were added and the mixture was boiled for 9 hours; it was then... Starting materials: CN(CCCCl)C (3-dimethylaminopropyl chloride), O[C@H]1C(NC2=C(S[C@H]1C1=CC=C(C=C1)OC)C1=CC=CC=C1C=C2)=O ((±)-cis-2,3-dihydro-3-hydroxy-2-(4-methoxyphenyl)naphtho[1,2-b]-1,4-thiazepin-4(5H)-one), C([O-])([O-])=O.[K+].[K+] (potassium carbonate), CN(CCCCl)C (3-dimethylaminopropyl chloride), O (water). The solvent is C(C)(=O)OCC (ethyl acetate), C(C)(=O)OCC (ethyl acetate). The product is O[C@H]1C(N(C2=C(S[C@H]1C1=CC=C(C=C1)OC)C1=CC=CC=C1C=C2)CCCN(C)C)=O ((±)-cis-2,3-dihydro-3-hydroxy-5-[3-(dimethylamino)propyl]-2-(4-methoxyphenyl)naphtho[1,2-b]-1,4-thiazepin-4(5H)-one). The yield is 99.4%. As a reaction SMILES: [OH:1][C@@H:2]1[C@H:8]([C:9]2[CH:14]=[CH:13][C:12]([O:15][CH3:16])=[CH:11][CH:10]=2)[S:7][C:6]2[C:17]3[C:22]([CH:23]=[CH:24][C:5]=2[NH:4][C:3]1=[O:25])=[CH:21][CH:20]=[CH:19][CH:18]=3.C(=O)([O-])[O-].[K+].[K+].[CH3:32][N:33]([CH3:38])[CH2:34][CH2:35][CH2:36]Cl.O>C(OCC)(=O)C>[OH:1][C@@H:2]1[C@H:8]([C:9]2[CH:14]=[CH:13][C:12]([O:15][CH3:16])=[CH:11][CH:10]=2)[S:7][C:6]2[C:17]3[C:22]([CH:23]=[CH:24][C:5]=2[N:4]([CH2:36][CH2:35][CH2:34][N:33]([CH3:38])[CH3:32])[C:3]1=[O:25])=[CH:21][CH:20]=[CH:19][CH:18]=3 |f:1.2.3|. Reported procedure: A mixture of 1.7 g of (±)-cis-2,3-dihydro-3-hydroxy-2-(4-methoxyphenyl)naphtho[1,2-b]-1,4-thiazepin-4(5H)-one, 0.75 g potassium carbonate and 0.7 g of 3-dimethylaminopropyl chloride in 30 mL of ethyl acetate was stirred and heated at reflux for 2 hours then an additional 0.2 g of 3-dimethylaminopropyl chloride was added four times at 2 hour intervals. The mixture was heated at reflux for a total of 12 hours then to the mixture ethyl acetate and water were added. The organic phase was separated, ... Yields the product CN1N=CC2=CC(=CC=C12)C1=CC=C(C=N1)N (6-(1-methyl-1H-indazol-5-yl)pyridin-3-amine). Procedure details: In a 10-20 mL reaction vial, the 1-methyl-1H-indazol-5-ylboronic acid (250 mg, 1.34 mmol) and the 6-bromopyridin-3-amine (250 mg, 1.34 mmol) were dissolved in dioxane (7 mL) and water (1.5 mL) under argon atmosphere. The mixture was bubbled with argon for 5 min and then potassium carbonate (368 mg, 2.67 mmol) and Pd(PPh3)4 (231 mg, 0.2 mmol) were added sequentially. The resulting reaction mixture was then sealed and heated in oil bath at 110° C. for 3 h. Reaction was then partitioned between EtO... Conditions: temperature 110 celsius. Reactants: C([O-])([O-])=O.[K+].[K+] (potassium carbonate), CN1N=CC2=CC(=CC=C12)B(O)O (1-methyl-1H-indazol-5-ylboronic acid), BrC1=CC=C(C=N1)N (6-bromopyridin-3-amine), O (water). The solvent is O1CCOCC1 (dioxane). The reagents and catalysts are C=1C=CC(=CC1)[P](C=2C=CC=CC2)(C=3C=CC=CC3)[Pd]([P](C=4C=CC=CC4)(C=5C=CC=CC5)C=6C=CC=CC6)([P](C=7C=CC=CC7)(C=8C=CC=CC8)C=9C=CC=CC9)[P](C=1C=CC=CC1)(C=1C=CC=CC1)C=1C=CC=CC1 (Pd(PPh3)4). As a reaction SMILES: [CH3:1][N:2]1[C:10]2[C:5](=[CH:6][C:7](B(O)O)=[CH:8][CH:9]=2)[CH:4]=[N:3]1.Br[C:15]1[N:20]=[CH:19][C:18]([NH2:21])=[CH:17][CH:16]=1.O.C(=O)([O-])[O-].[K+].[K+]>O1CCOCC1.C1C=CC([P]([Pd]([P](C2C=CC=CC=2)(C2C=CC=CC=2)C2C=CC=CC=2)([P](C2C=CC=CC=2)(C2C=CC=CC=2)C2C=CC=CC=2)[P](C2C=CC=CC=2)(C2C=CC=CC=2)C2C=CC=CC=2)(C2C=CC=CC=2)C2C=CC=CC=2)=CC=1>[CH3:1][N:2]1[C:10]2[C:5](=[CH:6][C:7]([C:15]3[N:20]=[CH:19][C:18]([NH2:21])=[CH:17][CH:16]=3)=[CH:8][CH:9]=2)[CH:4]=[N:3]1 |f:3.4.5,^1:38,40,59,78|. The reactants are C1CCOC1, COC(=O)C(N)(C(C)C)S(=O)(=O)c1ccc(-c2ccc(NC(=O)c3cc4c(OCc5ccccc5)cccc4o3)cc2)cc1, CO, CCOC(C)=O, Cl, [Li+], [OH-], O. Yields the product CC(C)C(N)(C(=O)O)S(=O)(=O)c1ccc(-c2ccc(NC(=O)c3cc4c(OCc5ccccc5)cccc4o3)cc2)cc1. As a reaction SMILES: [CH2:49]1[O:50][CH2:51][CH2:52][CH2:53]1.[CH3:1][O:2][C:3]([C:4]([NH2:5])([CH:6]([CH3:7])[CH3:8])[S:9](=[O:10])(=[O:11])[c:12]1[cH:13][cH:14][c:15](-[c:18]2[cH:19][cH:20][c:21]([NH:24][C:25](=[O:26])[c:27]3[o:28][c:29]4[c:30]([cH:31]3)[c:32]([O:36][CH2:37][c:38]3[cH:39][cH:40][cH:41][cH:42][cH:43]3)[cH:33][cH:34][cH:35]4)[cH:22][cH:23]2)[cH:16][cH:17]1)=[O:44].[CH3:54][OH:55].[CH3:56][CH2:57][O:58][C:59](=[O:60])[CH3:61].[ClH:48].[Li+:46].[OH-:45].[OH2:47]>>[O:2]=[C:3]([C:4]([NH2:5])([CH:6]([CH3:7])[CH3:8])[S:9](=[O:10])(=[O:11])[c:12]1[cH:13][cH:14][c:15](-[c:18]2[cH:19][cH:20][c:21]([NH:24][C:25](=[O:26])[c:27]3[o:28][c:29]4[c:30]([cH:31]3)[c:32]([O:36][CH2:37][c:38]3[cH:39][cH:40][cH:41][cH:42][cH:43]3)[cH:33][cH:34][cH:35]4)[cH:22][cH:23]2)[cH:16][cH:17]1)[OH:44]. Starting materials: BrCCCCCCBr, CC#N, [K+], [K+], O=C([O-])[O-], NC(=O)c1cccc(O)c1. Yields the product NC(=O)c1cccc(OCCCCCCBr)c1. As a reaction SMILES: [Br:17][CH2:18][CH2:19][CH2:20][CH2:21][CH2:22][CH2:23][Br:24].[CH3:25][C:26]#[N:27].[K+:1].[K+:2].[O-:3][C:4]([O-:5])=[O:6].[OH:7][c:8]1[cH:9][c:10]([C:11](=[O:12])[NH2:13])[cH:14][cH:15][cH:16]1>>[O:7]([c:8]1[cH:9][c:10]([C:11](=[O:12])[NH2:13])[cH:14][cH:15][cH:16]1)[CH2:23][CH2:22][CH2:21][CH2:20][CH2:19][CH2:18][Br:17].